From a dataset of the Open Reaction Database (ORD), a public repository of structured organic reaction records. describe an organic reaction: reactants, conditions, products, and yield Starting materials: IV, C(#N)C=1C=C(C#N)C=CC1S (3-cyano-4-mercaptobenzonitrile), C(C)(=O)O[C@H]1[C@H](SC[C@H]([C@@H]1OC(C)=O)OC(C)=O)Br (2,3,4-tri-O-acetyl-5-thio-α-D-xylopyranosyl bromide). The reagents and catalysts are [O-2].[Zn+2] (zinc oxide). Product: C(C)(=O)O[C@H]1[C@H](SC2=C(C=C(C=C2)C#N)C#N)SC[C@H]([C@@H]1OC(C)=O)OC(C)=O (2,4-dicyanophenyl 2,3,4-tri-O-acetyl-1,5-dithio-β-D-xylopyranoside). The yield is 47.9%. RXN SMILES: [C:1]([C:3]1[CH:4]=[C:5]([CH:8]=[CH:9][C:10]=1[SH:11])[C:6]#[N:7])#[N:2].[C:12]([O:15][C@@H:16]1[C@@H:21]([O:22][C:23](=[O:25])[CH3:24])[C@H:20]([O:26][C:27](=[O:29])[CH3:28])[CH2:19][S:18][C@@H:17]1Br)(=[O:14])[CH3:13]>[O-2].[Zn+2]>[C:12]([O:15][C@@H:16]1[C@@H:21]([O:22][C:23](=[O:25])[CH3:24])[C@H:20]([O:26][C:27](=[O:29])[CH3:28])[CH2:19][S:18][C@H:17]1[S:11][C:10]1[CH:9]=[CH:8][C:5]([C:6]#[N:7])=[CH:4][C:3]=1[C:1]#[N:2])(=[O:14])[CH3:13] |f:2.3|. Procedure: If the procedure described in Preparation IV is followed starting from 1.6 g (9.73.10-3 mol) of 3-cyano-4-mercaptobenzonitrile, 4.07 g (11.45.10-3 mol) of 2,3,4-tri-O-acetyl-5-thio-α-D-xylopyranosyl bromide and 0.84 g (10.10-3 mol) of zinc oxide (ZnO), 2.08 g (yield: 47%) of the expected product are obtained. Reactants: C(C)OC(CNC(=O)C=1N=C2N(N=C(C=C2)Cl)C1)=O (N-(6-chloroimidazo[1,2-b]pyridazine-2-carbonyl)glycine ethyl ester), ClN1C(CCC1=O)=O (N-chlorosuccinimide), O1CCCC1 (tetrahydrofuran). Solvent: C(C)(=O)OCC (ethyl acetate). The product is C(C)OC(CNC(=O)C=1N=C2N(N=C(C=C2)Cl)C1Cl)=O (N-(3,6-dichloroimidazo[1,2-b]pyridazine-2-carbonyl)glycine ethyl ester). Isolated yield 57.2%. RXN SMILES: [CH2:1]([O:3][C:4](=[O:19])[CH2:5][NH:6][C:7]([C:9]1[N:10]=[C:11]2[CH:16]=[CH:15][C:14]([Cl:17])=[N:13][N:12]2[CH:18]=1)=[O:8])[CH3:2].[Cl:20]N1C(=O)CCC1=O.O1CCCC1>C(OCC)(=O)C>[CH2:1]([O:3][C:4](=[O:19])[CH2:5][NH:6][C:7]([C:9]1[N:10]=[C:11]2[CH:16]=[CH:15][C:14]([Cl:17])=[N:13][N:12]2[C:18]=1[Cl:20])=[O:8])[CH3:2]. Reported procedure: 0.86 g of N-(6-chloroimidazo[1,2-b]pyridazine-2-carbonyl)glycine ethyl ester was suspended in 30 ml of ethyl acetate; 1.2 g of N-chlorosuccinimide was added, followed by thermal refluxing for 20 hours. After cooling, 30 ml of tetrahydrofuran was added; the mixture was washed with an aqueous solution of sodium thiosulfate and saline and dried with magnesium sulfate. The dry product was concentrated under reduced pressure; ethyl ether was added to the residue; the crystal precipitated was collecte... Reactants: CC(Br)c1ccc(Br)cc1, O=[N+]([O-])c1cc(O)ccc1Cl, [K+], [K+], O=C([O-])[O-], CN(C)C=O, O. Product: CC(Oc1ccc(Cl)c([N+](=O)[O-])c1)c1ccc(Br)cc1. As a reaction SMILES: [Br:1][c:2]1[cH:3][cH:4][c:5]([CH:8]([CH3:9])[Br:10])[cH:6][cH:7]1.[Cl:11][c:12]1[c:13]([N+:19](=[O:20])[O-:21])[cH:14][c:15]([OH:18])[cH:16][cH:17]1.[K+:22].[K+:23].[O-:24][C:25]([O-:26])=[O:27].[O:28]=[CH:29][N:30]([CH3:31])[CH3:32].[OH2:33]>>[Br:1][c:2]1[cH:3][cH:4][c:5]([CH:8]([CH3:9])[O:18][c:15]2[cH:14][c:13]([N+:19](=[O:20])[O-:21])[c:12]([Cl:11])[cH:17][cH:16]2)[cH:6][cH:7]1. Reactants: OC1(N(C(C2=CC=C(C=C12)OC)=O)C1=CC=CC=C1)C1=CC=CC=C1 (3-Hydroxy-5-methoxy-2,3-diphenyl-2,3-dihydro-isoindol-1-one), C(C)(=O)O (Acetic acid). The solvent is Cl (hydrochloric acid), O1CCOCC1 (dioxane). Run at time 4 hour. Yields the product OC1(OC(C2=CC=C(C=C12)OC)=O)C1=CC=CC=C1 (3-Hydroxy-5-methoxy-3-phenyl-3H-isobenzofuran-1-one). The yield is 55.0%. Reaction SMILES: [OH:1][C:2]1([C:20]2[CH:25]=[CH:24][CH:23]=[CH:22][CH:21]=2)[C:10]2[C:5](=[CH:6][CH:7]=[C:8]([O:11][CH3:12])[CH:9]=2)[C:4](=[O:13])N1C1C=CC=CC=1.C(O)(=[O:28])C>Cl.O1CCOCC1>[OH:28][C:2]1([C:20]2[CH:25]=[CH:24][CH:23]=[CH:22][CH:21]=2)[C:10]2[C:5](=[CH:6][CH:7]=[C:8]([O:11][CH3:12])[CH:9]=2)[C:4](=[O:13])[O:1]1. Procedure: A solution of 2 (3.11 g, 9.39 mmol) in a mixture of 6N hydrochloric acid (150 mL) and dioxane (150 mL) was heated at reflux under Ar for 18 h. Acetic acid (50 mL) was added and heating was continued for an additional 4 h. The organic solvents were removed in vacuo and the remaining aqueous was extracted with ethyl acetate (3×), washed with brine and dried with sodium sulfate (anh.). Filtration followed by removal of the solvent in vacuo gave 3 as a white solid (1.32 g, 55%) Reactants: O[C@@H]1[C@@H]2[C@]3(C=CC(C=C3[C@H](C[C@H]2[C@@H]2CC[C@](C(CO)=O)([C@]2(C1)C)O)C)=O)C (11β,17,21-trihydroxy-6α-methyl-1,4-pregnadiene-3,20-dione), C(C)OCCC(=O)Cl (3-ethoxypropionic acid chloride). Product: C(C)OCCC(=O)OCC([C@]1(CC[C@H]2[C@@H]3C[C@@H](C4=CC(C=C[C@]4(C)[C@H]3[C@H](C[C@]12C)O)=O)C)O)=O (21-(3-ethoxypropionyloxy)-11β,17-dihydroxy-6α-methyl-1,4-pregnadiene-3,20-dione). Reaction SMILES: [OH:1][C@H:2]1[CH2:22][C@@:21]2([CH3:23])[C@@H:13]([CH2:14][CH2:15][C@:16]2([OH:24])[C:17](=[O:20])[CH2:18][OH:19])[C@H:12]2[C@H:3]1[C@:4]1([CH3:27])[C:9]([C@@H:10]([CH3:25])[CH2:11]2)=[CH:8][C:7](=[O:26])[CH:6]=[CH:5]1.[CH2:28]([O:30][CH2:31][CH2:32][C:33](Cl)=[O:34])[CH3:29]>>[CH2:28]([O:30][CH2:31][CH2:32][C:33]([O:19][CH2:18][C:17](=[O:20])[C@:16]1([OH:24])[C@:21]2([CH3:23])[C@H:13]([C@H:12]3[C@H:3]([C@@H:2]([OH:1])[CH2:22]2)[C@:4]2([CH3:27])[C:9](=[CH:8][C:7](=[O:26])[CH:6]=[CH:5]2)[C@@H:10]([CH3:25])[CH2:11]3)[CH2:14][CH2:15]1)=[O:34])[CH3:29]. Reported procedure: 15.0 g of 11β,17,21-trihydroxy-6α-methyl-1,4-pregnadiene-3,20-dione is reacted analogously to Example 4(a) with 3-ethoxypropionic acid chloride, worked up, and purified, thus isolating 13.6 g of 21-(3-ethoxypropionyloxy)-11β,17-dihydroxy-6α-methyl-1,4-pregnadiene-3,20-dione, mp 186° C. Reactants: O=C(CN(C(C(=O)OC)(C)C)C(CC1=CSC=C1)=O)C (methyl 2-[N-(2-oxopropyl)thiophene-3-yl-acetylamino]isobutyrate), C[O-].[Na+] (sodium methoxide), O (water), [OH-].[K+] (potassium hydroxide). Solvent: C(C)O (ethanol). Product: CC1=C(C(N(C1)C(C(=O)O)(C)C)=O)C1=CSC=C1 (2-[4-methyl-2-oxo-3-(thiophen-3-yl)-3-pyrrolin-1-yl]isobutyric acid). Yield: 65.9%. As a reaction SMILES: O=[C:2]([CH3:20])[CH2:3][N:4]([C:12](=[O:19])[CH2:13][C:14]1[CH:18]=[CH:17][S:16][CH:15]=1)[C:5]([CH3:11])([CH3:10])[C:6]([O:8]C)=[O:7].C[O-].[Na+].O.[OH-].[K+]>C(O)C>[CH3:20][C:2]1[CH2:3][N:4]([C:5]([CH3:11])([CH3:10])[C:6]([OH:8])=[O:7])[C:12](=[O:19])[C:13]=1[C:14]1[CH:18]=[CH:17][S:16][CH:15]=1 |f:1.2,4.5|. Procedure details: To a solution of methyl 2-[N-(2-oxopropyl)thiophene-3-yl-acetylamino]isobutyrate (7.6 g) in absolute ethanol (50 mL) was added 95% sodium methoxide (1.6 g), and the mixture was heated at reflux for 30 minutes. To the solution were added water (3.5 mL) and 85% potassium hydroxide (0.88 g), and the mixture was heated at reflux for 1 hour. After distilling off the solvent, the residue was poured into ice-water and washed with diethyl ether. It was adjusted to pH 2-3 with concentrated hydrochloric a...